From a dataset of the Open Reaction Database (ORD), a public repository of structured organic reaction records. describe an organic reaction: reactants, conditions, products, and yield The reactants are C(O)([O-])=O.[Na+] (sodium hydrogen carbonate), [H-].[Na+] (Sodium hydride), ClC1=C(C=CC=C1)C=1N(C(=NN1)C(C)(C)NC(C1=CC=CC=C1)=O)C (N-{1-[5-(2-chlorophenyl)-4-methyl-4H-1,2,4-triazol-3-yl]-1-methylethyl}benzamide), CI (methyl iodide). Run in C(Cl)(Cl)Cl (chloroform), CN(C)C=O (DMF). Run at time 30 minute. Product: ClC1=C(C=CC=C1)C=1N(C(=NN1)C(C)(C)N(C(C1=CC=CC=C1)=O)C)C (N-{1-[5-(2-chlorophenyl)-4-methyl-4H-1,2,4-triazol-3-yl]-1-methylethyl}-N-methylbenzamide). Reaction SMILES: [H-].[Na+].[Cl:3][C:4]1[CH:9]=[CH:8][CH:7]=[CH:6][C:5]=1[C:10]1[N:11]([CH3:27])[C:12]([C:15]([NH:18][C:19](=[O:26])[C:20]2[CH:25]=[CH:24][CH:23]=[CH:22][CH:21]=2)([CH3:17])[CH3:16])=[N:13][N:14]=1.CI.[C:30](=O)([O-])O.[Na+]>C(Cl)(Cl)Cl.CN(C=O)C>[Cl:3][C:4]1[CH:9]=[CH:8][CH:7]=[CH:6][C:5]=1[C:10]1[N:11]([CH3:27])[C:12]([C:15]([N:18]([CH3:30])[C:19](=[O:26])[C:20]2[CH:21]=[CH:22][CH:23]=[CH:24][CH:25]=2)([CH3:17])[CH3:16])=[N:13][N:14]=1 |f:0.1,4.5|. Reported procedure: Sodium hydride (60%, 16 mg) was added to a DMF (10 ml) solution of N-{1-[5-(2-chlorophenyl)-4-methyl-4H-1,2,4-triazol-3-yl]-1-methylethyl}benzamide (130 mg), followed by stirring at room temperature for 30 minutes. Then, methyl iodide (0.027 ml) was added thereto and the whole was stirred at room temperature for 1 hour. A saturated aqueous sodium hydrogen carbonate solution and chloroform were added to the reaction solution and then the organic layer was separated. Furthermore, the organic layer...